From a dataset of the Open Reaction Database (ORD), a public repository of structured organic reaction records. describe an organic reaction: reactants, conditions, products, and yield Reactants: N1(CCNCC1)CCC(=O)N1C2=C(NC(C3=C1C=CC=C3)=O)C=CC=N2 (5,11-dihydro-11-[3-(1-piperazinyl)-propionyl]-6H-pyrido-[2,3-b][1,4]-benzodiazepine-6-one), C([O-])([O-])=O.[Na+].[Na+] (sodium carbonate), C(C1=CC=CC=C1)Br (benzylbromide). Solvent: C(C)O (ethanol). Product: C(C1=CC=CC=C1)N1CCN(CC1)CCC(=O)N1C2=C(NC(C3=C1C=CC=C3)=O)C=CC=N2 (11-[3-(4-benzyl-1-piperazinyl)-propionyl]-5,11-dihydro-6H-pyrido-[2,3-b][1,4]-benzodiazepine-6-one). Isolated yield 42.0%. As a reaction SMILES: [N:1]1([CH2:7][CH2:8][C:9]([N:11]2[C:17]3[CH:18]=[CH:19][CH:20]=[CH:21][C:16]=3[C:15](=[O:22])[NH:14][C:13]3[CH:23]=[CH:24][CH:25]=[N:26][C:12]2=3)=[O:10])[CH2:6][CH2:5][NH:4][CH2:3][CH2:2]1.C(=O)([O-])[O-].[Na+].[Na+].[CH2:33](Br)[C:34]1[CH:39]=[CH:38][CH:37]=[CH:36][CH:35]=1>C(O)C>[CH2:33]([N:4]1[CH2:5][CH2:6][N:1]([CH2:7][CH2:8][C:9]([N:11]2[C:17]3[CH:18]=[CH:19][CH:20]=[CH:21][C:16]=3[C:15](=[O:22])[NH:14][C:13]3[CH:23]=[CH:24][CH:25]=[N:26][C:12]2=3)=[O:10])[CH2:2][CH2:3]1)[C:34]1[CH:39]=[CH:38][CH:37]=[CH:36][CH:35]=1 |f:1.2.3|. Procedure: A mixture of 3.51 g of 5,11-dihydro-11-[3-(1-piperazinyl)-propionyl]-6H-pyrido-[2,3-b][1,4]-benzodiazepine-6-one and 1.6 g of sodium carbonate were added to the mixture of 2.14 g of benzylbromide in 100 ml of absolute ethanol and the mixture was refluxed for 6 hours. Then, the hot mixture was vacuum filtered and the filtrate was evaporated to dryness in vacuo and purified by a silica gel column. The residue of the eluent was then crystallized from xylene to obtain a 42% yield of 11-[3-(4-benzyl-... The reactants are ClC1=C(C(=O)O)C=C(C=C1)N1N=NN=C1 (2-Chloro-5-(1-tetrazolyl)benzoic acid), Cl (HCl), CO (methanol). Conditions: time 20 hour. The product is ClC1=C(C(=O)OC)C=C(C=C1)N1N=NN=C1 (Methyl 2-chloro-5-(1-tetrazolyl)benzoate). Reaction SMILES: [Cl:1][C:2]1[CH:10]=[CH:9][C:8]([N:11]2[CH:15]=[N:14][N:13]=[N:12]2)=[CH:7][C:3]=1[C:4]([OH:6])=[O:5].Cl.[CH3:17]O>>[Cl:1][C:2]1[CH:10]=[CH:9][C:8]([N:11]2[CH:15]=[N:14][N:13]=[N:12]2)=[CH:7][C:3]=1[C:4]([O:6][CH3:17])=[O:5]. Procedure: A solution of 1.0 g of 2-chloro-5-(1-tetrazolyl)benzoic acid from Step A in 25 mL of methanol was saturated with HCl (gas) and stirred for 20 h. The solution was concentrated in vacuo, diluted with water and extracted twice with ether. The organic layers were washed with a portion of brine, combined, dried over sodium sulfate and evaporated to afford 1.0 g of title compound. The reactants are BrC=1C=CC2=C(C(=NCC(N2)=O)C2=NC=CC=C2)C1 (7-bromo-1,3-dihydro-5-(2-pyridyl)-2H-1,4-benzodiazepin-2-one), P12(=S)SP3(=S)SP(=S)(S1)SP(=S)(S2)S3 (phosphorus pentasulfide), product. Run in N1=CC=CC=C1 (pyridine). The product is BrC=1C=CC2=C(C(=NCC(N2)=S)C2=NC=CC=C2)C1 (7-bromo-1,3-dihydro-5-(2-pyridyl)-2H-1,4-benzodiazepine-2-thione). Reaction SMILES: [Br:1][C:2]1[CH:3]=[CH:4][C:5]2[NH:11][C:10](=O)[CH2:9][N:8]=[C:7]([C:13]3[CH:18]=[CH:17][CH:16]=[CH:15][N:14]=3)[C:6]=2[CH:19]=1.P12(SP3(SP(SP(S3)(S1)=S)(=S)S2)=S)=[S:21]>N1C=CC=CC=1>[Br:1][C:2]1[CH:3]=[CH:4][C:5]2[NH:11][C:10](=[S:21])[CH2:9][N:8]=[C:7]([C:13]3[CH:18]=[CH:17][CH:16]=[CH:15][N:14]=3)[C:6]=2[CH:19]=1. Procedure details: A stirred solution of 6.53 g. of 7-bromo-1,3-dihydro-5-(2-pyridyl)-2H-1,4-benzodiazepin-2-one (prepared as in J. Pharm. Sci. 53, 264) in 400 ml. of dry pyridine is heated in an oil bath, under nitrogen, with 5.05 g. of phosphorus pentasulfide at between about 110° to 120° C. for about 1 hour, cooled and concentrated under vacuum. Pyridine remaining in the residue is removed by the successive addition of xylene and toluene with vacuum concentration after each addition of solvent. The dark brown s... Reactants: C1(=CC=CC=C1)C(F)(F)F (benzotrifluoride), [N+](=O)([O-])C=1C=C(C=CC1)C(F)(F)F (3-nitrobenzotrifluoride). Product: NC=1C=C(C=CC1)C(F)(F)F (3-aminobenzotrifluoride). RXN SMILES: C1(C(F)(F)F)C=CC=CC=1.[N+:11]([C:14]1[CH:15]=[C:16]([C:20]([F:23])([F:22])[F:21])[CH:17]=[CH:18][CH:19]=1)([O-])=O>>[NH2:11][C:14]1[CH:15]=[C:16]([C:20]([F:21])([F:22])[F:23])[CH:17]=[CH:18][CH:19]=1. Procedure: As another example, benzotrifluoride by nitration gives 3-nitrobenzotrifluoride which in turn by reduction gives 3-aminobenzotrifluoride. The latter can be reacted with phosgene to yield the 3-isocyanatobenzotrifluoride. In the subsequent reaction of the isocyanate with dimethylamine the 1-(3-trifluoromethylphenyl)-3-dimethyl-urea is obtained which is an important herbicide (DE-AS (German Examined Specification) No. 1206201). The reactants are C(C1=CC=CC=C1)OC(=O)N1C[C@H](C(C1)C=C)NC(=O)OC(C)(C)C ((3S)-1-benzyloxycarbonyl-3-(tert-butoxycarbonyl)amino-4-vinylpyrrolidine), [H][H] (hydrogen), ( 4S )-form, ( 4R )-form. Reagents/catalysts: [C].[Pd] (palladium carbon). Run in C(C)O (ethanol). The product is C(C)(C)(C)OC(=O)N[C@@H]1CNCC1CC ((3S)-3-(tert-Butoxycarbonyl)amino-4-ethylpyrrolidine). Reaction SMILES: C(OC([N:11]1[CH2:15][CH:14]([CH:16]=[CH2:17])[C@H:13]([NH:18][C:19]([O:21][C:22]([CH3:25])([CH3:24])[CH3:23])=[O:20])[CH2:12]1)=O)C1C=CC=CC=1.[H][H]>[C].[Pd].C(O)C>[C:22]([O:21][C:19]([NH:18][C@H:13]1[CH:14]([CH2:16][CH3:17])[CH2:15][NH:11][CH2:12]1)=[O:20])([CH3:25])([CH3:24])[CH3:23] |f:2.3|. Procedure: A 10% palladium carbon catalyst (15 mg) was added to a solution of (3S)-1-benzyloxycarbonyl-3-(tert-butoxycarbonyl)amino-4-vinylpyrrolidine [an isomer mixture of (4S)-form: (4R)-form (1:4)] (230 mg, 0.66 mmol) in ethanol (8 mL), followed by stirring in a hydrogen atmosphere under an ordinary pressure at room temperature for 12 hours. After filtration, the filtrate was concentrated under reduced pressure, to thereby yield the title compound (an isomer mixture of (4S)-form and (4R)-form (1:4)) as ... The reactants are ClC1=CC=C(C=C1)C1=C(C=CC(=N1)C(=O)O)OCC(F)(F)F (6-(4-chloro-phenyl)-5-(2,2,2-trifluoro-ethoxy)-pyridine-2-carboxylic acid), C1(CC1)C1=NOC(=C1)CN (3-cyclopropyl-5-isoxazolemethanamine). Yields the product C1(CC1)C1=NOC(=C1)CNC(=O)C1=NC(=C(C=C1)OCC(F)(F)F)C1=CC=C(C=C1)Cl (6-(4-chloro-phenyl)-5-(2,2,2-trifluoro-ethoxy)-pyridine-2-carboxylic acid (3-cyclopropyl-isoxazol-5-ylmethyl)-amide). As a reaction SMILES: [Cl:1][C:2]1[CH:7]=[CH:6][C:5]([C:8]2[N:13]=[C:12]([C:14]([OH:16])=O)[CH:11]=[CH:10][C:9]=2[O:17][CH2:18][C:19]([F:22])([F:21])[F:20])=[CH:4][CH:3]=1.[CH:23]1([C:26]2[CH:30]=[C:29]([CH2:31][NH2:32])[O:28][N:27]=2)[CH2:25][CH2:24]1>>[CH:23]1([C:26]2[CH:30]=[C:29]([CH2:31][NH:32][C:14]([C:12]3[CH:11]=[CH:10][C:9]([O:17][CH2:18][C:19]([F:20])([F:22])[F:21])=[C:8]([C:5]4[CH:4]=[CH:3][C:2]([Cl:1])=[CH:7][CH:6]=4)[N:13]=3)=[O:16])[O:28][N:27]=2)[CH2:25][CH2:24]1. Reported procedure: The title compound was synthesized in analogy to Example 41, using 6-(4-chloro-phenyl)-5-(2,2,2-trifluoro-ethoxy)-pyridine-2-carboxylic acid (example AF) and 3-cyclopropyl-5-isoxazolemethanamine (CAN 851434-73-6) as starting materials, LC-MS (UV peak area/ESI) 99.6%, 452.2 (M+H)+. Reactants: [Br-], [Mg+]C1CCCCC1, Cc1oc(-c2ccc(Cl)cc2)cc1C=O, C1CCOC1. The product is Cc1oc(-c2ccc(Cl)cc2)cc1C(O)C1CCCCC1. RXN SMILES: [Br-:21].[CH:22]1([Mg+:28])[CH2:23][CH2:24][CH2:25][CH2:26][CH2:27]1.[Cl:1][c:2]1[cH:3][cH:4][c:5](-[c:8]2[cH:9][c:10]([CH:14]=[O:15])[c:11]([CH3:13])[o:12]2)[cH:6][cH:7]1.[O:16]1[CH2:17][CH2:18][CH2:19][CH2:20]1>>[Cl:1][c:2]1[cH:3][cH:4][c:5](-[c:8]2[cH:9][c:10]([CH:14]([OH:15])[CH:22]3[CH2:23][CH2:24][CH2:25][CH2:26][CH2:27]3)[c:11]([CH3:13])[o:12]2)[cH:6][cH:7]1. Starting materials: [N+](=O)([O-])C1=C(C=CC=C1)O (nitrophenol), S(=O)([O-])[O-].[Na+].[Na+] (sodium sulphite), [N+](=O)([O-])C1=C(C=CC=C1)O (o-nitrophenol). Product: C1=CC(=CC=C1[N+](=O)[O-])O (p-nitrophenol). As a reaction SMILES: [N+:1]([C:4]1[CH:9]=[CH:8][CH:7]=[CH:6][C:5]=1O)([O-:3])=[O:2].S([O-])([O-])=[O:12].[Na+].[Na+]>>[CH:9]1[C:4]([N+:1]([O-:3])=[O:2])=[CH:5][CH:6]=[C:7]([OH:12])[CH:8]=1 |f:1.2.3|. Procedure: The pH of the aqueous distillation residue can be adjusted by addition of acid or alkali. According to a preferred procedure, the slightly acid organic solution containing the nitrophenol isomers is neutralised by means of an aqueous solution of sodium sulphite the solvent followed by the o-nitrophenol are then removed to leave a slightly alkaline aqueous distillation residue of p-nitrophenol, to which a suitable amount of acid is added to adjust the pH. The acid may be a strong inorganic acid s...